From a dataset of the Open Reaction Database (ORD), a public repository of structured organic reaction records. describe an organic reaction: reactants, conditions, products, and yield The reactants are halogenated alkanoic acids, BrCC(=O)O (bromoacetic acid), N1C(=CC=C1)C=O (pyrrole-2-carboxaldehyde). Product: C(=O)C=1N(C=CC1)CC(=O)O ((2-Formyl-1-pyrryl)acetic Acid). Reaction SMILES: Br[CH2:2][C:3]([OH:5])=[O:4].[NH:6]1[CH:10]=[CH:9][CH:8]=[C:7]1[CH:11]=[O:12]>>[CH:11]([C:7]1[N:6]([CH2:2][C:3]([OH:5])=[O:4])[CH:10]=[CH:9][CH:8]=1)=[O:12]. Reported procedure: In a similar manner, when the halogenated alkanoic acids listed in Table 1 are substituted for bromoacetic acid and reacted with pyrrole-2-carboxaldehyde, the products listed in Table 1 are obtained. The reactants are N(=O)[O-].[Na+] (sodium nitrite), NC=1C=NC=CC1 (3-Aminopyridine), [Sn](Cl)Cl (tin(II) chloride). The solvent is Cl (hydrochloric acid), Cl (hydrochloric acid). Conditions: temperature 0 celsius, time 2 hour. Product: Cl.Cl.N(N)C=1C=NC=CC1 (3-hydrazinopyridine dihydrochloride). Yield: 46.9%. RXN SMILES: [NH2:1][C:2]1[CH:3]=[N:4][CH:5]=[CH:6][CH:7]=1.[N:8]([O-])=O.[Na+].[Sn](Cl)[Cl:13]>Cl>[ClH:13].[ClH:13].[NH:1]([C:2]1[CH:3]=[N:4][CH:5]=[CH:6][CH:7]=1)[NH2:8] |f:1.2,5.6.7|. Procedure: 3-Aminopyridine (20 g) was dissolved in concentrated hydrochloric acid (125 mL), and an a aqueous solution (40 mL) of sodium nitrite (15 g) was added at −10° C. over 20 min. The mixture was stirred at 0° C. for 2 hr. This solution was added to a solution (200 mL) of tin(II) chloride (80 g) in concentrated hydrochloric acid at −2° C. over 20 min. The mixture was stirred for 14 hr. The precipitate was filtered off and ice was added. The mixture was made strongly-basic with a 50% a aqueous potassiu... Starting materials: C1CCOC1, CCN(C(C)C)C(C)C, Cn1c(Nc2c(F)cccc2Cl)nc2cc(C(=O)O)c3c(c21)CC(C)(C)O3, Nc1cccc(C(F)(F)F)c1, O=S(Cl)Cl. Yields the product Cn1c(Nc2c(F)cccc2Cl)nc2cc(C(=O)Nc3cccc(C(F)(F)F)c3)c3c(c21)CC(C)(C)O3. As a reaction SMILES: [CH2:52]1[O:53][CH2:54][CH2:55][CH2:56]1.[CH:43]([N:44]([CH2:45][CH3:46])[CH:47]([CH3:48])[CH3:49])([CH3:50])[CH3:51].[Cl:1][c:2]1[c:3]([NH:9][c:10]2[n:11][c:12]3[c:13]([n:14]2[CH3:15])[c:16]2[c:20]([c:21]([C:23](=[O:24])[OH:25])[cH:22]3)[O:19][C:18]([CH3:26])([CH3:27])[CH2:17]2)[c:4]([F:8])[cH:5][cH:6][cH:7]1.[F:32][C:33]([c:34]1[cH:35][c:36]([NH2:37])[cH:38][cH:39][cH:40]1)([F:41])[F:42].[S:28]([Cl:29])([Cl:30])=[O:31]>>[Cl:1][c:2]1[c:3]([NH:9][c:10]2[n:11][c:12]3[c:13]([n:14]2[CH3:15])[c:16]2[c:20]([c:21]([C:23](=[O:24])[NH:37][c:36]4[cH:35][c:34]([C:33]([F:32])([F:41])[F:42])[cH:40][cH:39][cH:38]4)[cH:22]3)[O:19][C:18]([CH3:26])([CH3:27])[CH2:17]2)[c:4]([F:8])[cH:5][cH:6][cH:7]1. Starting materials: [BH4-].[Na+] (sodium borohydride), 250, ClC1=C(C(=CC=C1)Cl)N=C1CCN(CC1)C(=O)OCC (ethyl 4-[(2,6-dichlorophenyl)imino]-1-piperidinecarboxylate), CO (methanol). The solvent is CC(C)O (2-propanol). Conditions: time 1 hour. The product is 96, ClC1=C(C(=CC=C1)Cl)NC1CCN(CC1)C(=O)OCC (ethyl 4-[(2,6-dichlorophenyl)amino]-1-piperidinecarboxylate). Reaction SMILES: [Cl:1][C:2]1[CH:7]=[CH:6][CH:5]=[C:4]([Cl:8])[C:3]=1[N:9]=[C:10]1[CH2:15][CH2:14][N:13]([C:16]([O:18][CH2:19][CH3:20])=[O:17])[CH2:12][CH2:11]1.CO.[BH4-].[Na+]>CC(O)C>[Cl:1][C:2]1[CH:7]=[CH:6][CH:5]=[C:4]([Cl:8])[C:3]=1[NH:9][CH:10]1[CH2:11][CH2:12][N:13]([C:16]([O:18][CH2:19][CH3:20])=[O:17])[CH2:14][CH2:15]1 |f:2.3|. Procedure details: To a stirred and refluxing mixture of 250 parts of ethyl 4-[(2,6-dichlorophenyl)imino]-1-piperidinecarboxylate in 160 parts of methanol and 160 parts of 2-propanol are added portionwise 30 parts of sodium borohydride. Upon completion, stirring at reflux temperature is continued for one hour. The warm reaction mixture is poured onto water and the product is extracted with methylbenzene. The extract is dried and evaporated. The residue is crystallized from a mixture of 160 parts of 2,2'-oxybisprop... Reagents/catalysts: [O-2].[O-2].[Mn+4] (manganese dioxide). Starting materials: NCC=1C(=C(NC1)C)C1=C(C=C(C=C1)Cl)C(O)C1=C(C=CC=C1)F (4-aminomethyl-3-{4-chloro-2-[(2-fluorophenyl)hydroxymethyl]phenyl}-2-methyl-1H-pyrrole). Run in O1CCCC1 (tetrahydrofuran). Procedure: A mixture of 150 mg (0.43 mmole) of 4-aminomethyl-3-{4-chloro-2-[(2-fluorophenyl)hydroxymethyl]phenyl}-2-methyl-1H-pyrrole and 600 mg (7.3 mmole) of manganese dioxide in 30 ml of tetrahydrofuran was refluxed for 2 hours. The mixture was cooled and filtered over celite. The filtrate was concentrated at reduced pressure to give an amber oil. Purification by column chromatography (silica gel, 10 g; eluent 5% ether in methylene chloride) gave a cream colored solid. Recrystallization from ether gave ... As a reaction SMILES: [NH2:1][CH2:2][C:3]1[C:4]([C:9]2[CH:14]=[CH:13][C:12]([Cl:15])=[CH:11][C:10]=2[CH:16]([C:18]2[CH:23]=[CH:22][CH:21]=[CH:20][C:19]=2[F:24])O)=[C:5]([CH3:8])[NH:6][CH:7]=1>O1CCCC1.[O-2].[O-2].[Mn+4]>[Cl:15][C:12]1[CH:13]=[CH:14][C:9]2[C:4]3[C:3](=[CH:7][NH:6][C:5]=3[CH3:8])[CH2:2][N:1]=[C:16]([C:18]3[CH:23]=[CH:22][CH:21]=[CH:20][C:19]=3[F:24])[C:10]=2[CH:11]=1 |f:2.3.4|. Product: ClC1=CC2=C(C=3C(CN=C2C2=C(C=CC=C2)F)=CNC3C)C=C1 (8-Chloro-6-(2-fluorophenyl)-1-methyl-2H,4H-pyrrolo[3,4-d][2]benzazepine). The reactants are BrC1=CC=C(C(=O)N)C=C1 (4-Bromobenzamide), N1N=NC2=C1C=CC=C2 (benzotriazole), CC(C)(C)C=O (pivaldehyde), CC=1C=CC(=CC1)S(=O)(=O)O.O (pTSA HOH). The product is N1(N=NC2=C1C=CC=C2)C(C(C)(C)C)NC(C2=CC=C(C=C2)Br)=O (N-(1-(1H-benzo[d][1,2,3]triazol-1-yl)-2,2-dimethylpropyl)-4-bromobenzamide). As a reaction SMILES: [Br:1][C:2]1[CH:10]=[CH:9][C:5]([C:6]([NH2:8])=[O:7])=[CH:4][CH:3]=1.[NH:11]1[C:15]2[CH:16]=[CH:17][CH:18]=[CH:19][C:14]=2[N:13]=[N:12]1.[CH3:20][C:21]([CH:24]=O)([CH3:23])[CH3:22].CC1C=CC(S(O)(=O)=O)=CC=1.O>>[N:11]1([CH:20]([NH:8][C:6](=[O:7])[C:5]2[CH:9]=[CH:10][C:2]([Br:1])=[CH:3][CH:4]=2)[C:21]([CH3:24])([CH3:23])[CH3:22])[C:15]2[CH:16]=[CH:17][CH:18]=[CH:19][C:14]=2[N:13]=[N:12]1 |f:3.4|. Reported procedure: A mixture of 4-bromobenzamide 118 (0.73 g, 3.54 mmol), benzotriazole (0.42 g, 3.52 mmol), pivaldehyde (0.8 mL, 7.27 mmol) and pTSA-HOH (about 60 mg) was heated at reflux for 5 hours in a Dean-Stark apparatus. The mixture was concentrated onto silica gel and purified by chromatography (8:2 CH2Cl2:hexanes to CH2Cl2) to give N-(1-(1H-benzo[d][1,2,3]triazol-1-yl)-2,2-dimethylpropyl)-4-bromobenzamide 120 as a white solid. The reactants are COC1=CC=C(C=N1)NS(=O)(=O)C1=C(C=CC=C1)[N+](=O)[O-] (N-(6-Methoxypyridin-3-yl)-2-nitrobenzenesulfonamide). Reagents/catalysts: [Pd] (palladium on charcoal). Yields the product NC1=C(C=CC=C1)S(=O)(=O)NC=1C=NC(=CC1)OC (2-amino-N-(6-methoxypyridin-3-yl)benzenesulfonamide). Yield: 92.6%. RXN SMILES: [CH3:1][O:2][C:3]1[N:8]=[CH:7][C:6]([NH:9][S:10]([C:13]2[CH:18]=[CH:17][CH:16]=[CH:15][C:14]=2[N+:19]([O-])=O)(=[O:12])=[O:11])=[CH:5][CH:4]=1>[Pd]>[NH2:19][C:14]1[CH:15]=[CH:16][CH:17]=[CH:18][C:13]=1[S:10]([NH:9][C:6]1[CH:7]=[N:8][C:3]([O:2][CH3:1])=[CH:4][CH:5]=1)(=[O:11])=[O:12]. Reported procedure: The title compound (419 mg 1.50 mmol) was prepared from N-(6-Methoxypyridin-3-yl)-2-nitrobenzenesulfonamide (500 mg, 1.62 mmol) and 10% palladium on charcoal (50 mg) using the methods of (IntA14), step 2. Product: CCCCCc1nn(C(=O)OC(C)(C)C)c2ccc(Oc3c(C)cc(N)cc3C)cc12. Reactants: CCCCCc1nn(C(=O)OC(C)(C)C)c2ccc(Oc3c(C)cc([N+](=O)[O-])cc3C)cc12, C, CCO, [Pd]. RXN SMILES: [C:1]([CH3:2])([CH3:3])([CH3:4])[O:5][C:6](=[O:7])[n:8]1[n:9][c:10]([CH2:29][CH2:30][CH2:31][CH2:32][CH3:33])[c:11]2[cH:12][c:13]([O:17][c:18]3[c:19]([CH3:28])[cH:20][c:21]([N+:25]([O-:26])=[O:27])[cH:22][c:23]3[CH3:24])[cH:14][cH:15][c:16]12.[C:34].[CH3:36][CH2:37][OH:38].[Pd:35]>>[C:1]([CH3:2])([CH3:3])([CH3:4])[O:5][C:6](=[O:7])[n:8]1[n:9][c:10]([CH2:29][CH2:30][CH2:31][CH2:32][CH3:33])[c:11]2[cH:12][c:13]([O:17][c:18]3[c:19]([CH3:28])[cH:20][c:21]([NH2:25])[cH:22][c:23]3[CH3:24])[cH:14][cH:15][c:16]12. Reactants: CI, CC1CCCC(C)(C)C1CCC(C)N(C)C, c1ccccc1. The product is CC1CCCC(C)(C)C1CCC(C)[N+](C)(C)C, [I-]. As a reaction SMILES: [CH3:17][I:18].[CH3:1][CH:2]([CH2:3][CH2:4][CH:5]1[CH:6]([CH3:13])[CH2:7][CH2:8][CH2:9][C:10]1([CH3:11])[CH3:12])[N:14]([CH3:15])[CH3:16].[cH:19]1[cH:20][cH:21][cH:22][cH:23][cH:24]1>>[CH3:1][CH:2]([CH2:3][CH2:4][CH:5]1[CH:6]([CH3:13])[CH2:7][CH2:8][CH2:9][C:10]1([CH3:11])[CH3:12])[N+:14]([CH3:15])([CH3:16])[CH3:17].[I-:18].